Dataset: the Open Reaction Database (ORD), a public repository of structured organic reaction records. Task: describe an organic reaction: reactants, conditions, products, and yield Starting materials: CS(C)=O, CO, C(=NC1CCCCC1)=NC1CCCCC1, O, O=C(OCc1ccccc1)N1CCC(Oc2ccccc2)C(O)C1, O=C(O)C(F)(F)F, O=C(O)C(=O)O, c1ccncc1. The product is O=C1CN(C(=O)OCc2ccccc2)CCC1Oc1ccccc1. Reaction SMILES: [CH3:59][S:60]([CH3:61])=[O:62].[CH3:63][OH:64].[CH:25]1([N:26]=[C:27]=[N:28][CH:29]2[CH2:30][CH2:31][CH2:32][CH2:33][CH2:34]2)[CH2:35][CH2:36][CH2:37][CH2:38][CH2:39]1.[OH2:65].[OH:1][CH:2]1[CH2:3][N:4]([C:15](=[O:16])[O:17][CH2:18][c:19]2[cH:20][cH:21][cH:22][cH:23][cH:24]2)[CH2:5][CH2:6][CH:7]1[O:8][c:9]1[cH:10][cH:11][cH:12][cH:13][cH:14]1.[OH:46][C:47]([C:48]([F:49])([F:50])[F:51])=[O:52].[OH:53][C:54]([C:55](=[O:56])[OH:57])=[O:58].[cH:40]1[cH:41][cH:42][n:43][cH:44][cH:45]1>>[O:1]=[C:2]1[CH2:3][N:4]([C:15](=[O:16])[O:17][CH2:18][c:19]2[cH:20][cH:21][cH:22][cH:23][cH:24]2)[CH2:5][CH2:6][CH:7]1[O:8][c:9]1[cH:10][cH:11][cH:12][cH:13][cH:14]1. Reactants: O (Water), FC(CCCC(C(=O)OCC)C(=O)OCC)(C(F)(F)F)F (Diethyl 2-(4,4,5,5,5-pentafluoropentyl)propane-1,3-dioate), BrC(C)Br (Dibromoethane), [H-].[Na+] (Sodium hydride). Solvent: C(OC)COC (dimethoxyethane). Conditions: time 1 hour. Yields the product BrCCC(C(=O)OCC)(C(=O)OCC)CCCC(C(F)(F)F)(F)F (diethyl 2-(2-bromoethyl)-2-(4,4,5,5,5-pentafluoropentyl)propane-1,3-dioate). Isolated yield 71.9%. Reaction SMILES: [F:1][C:2]([F:21])([C:17]([F:20])([F:19])[F:18])[CH2:3][CH2:4][CH2:5][CH:6]([C:12]([O:14][CH2:15][CH3:16])=[O:13])[C:7]([O:9][CH2:10][CH3:11])=[O:8].[H-].[Na+].[Br:24][CH:25](Br)[CH3:26].O>C(COC)OC>[Br:24][CH2:25][CH2:26][C:6]([CH2:5][CH2:4][CH2:3][C:2]([F:21])([F:1])[C:17]([F:18])([F:19])[F:20])([C:7]([O:9][CH2:10][CH3:11])=[O:8])[C:12]([O:14][CH2:15][CH3:16])=[O:13] |f:1.2|. Procedure: Diethyl 2-(4,4,5,5,5-pentafluoropentyl)propane-1,3-dioate (51 0 mg, 1.592 mmol) was dissolved in anhydrous dimethoxyethane (5 ml). Sodium hydride (60%. 88 mg, 2.2 mmol) was added to the solution and then stirred at room temperature for 1 h under nitrogen atmosphere. Dibromoethane (0.82 ml, 9.55 mmol) was added to the mixture and then stirred at 70° C. for 5 h under nitrogen atmosphere. When the reaction was completed, the mixture was cooled to room temperature. Water was added to reaction soluti... The reactants are Cn1ccc2c(OCC3CO3)cccc21, CCO, CCN(C(C)C)C(C)C, C1=CCC2CNC(C1)CN2c1ccc2ccccc2c1. The product is Cn1ccc2c(OCC(O)CN3CC4CC=CCC3CN4c3ccc4ccccc4c3)cccc21. RXN SMILES: [CH3:1][n:2]1[cH:3][cH:4][c:5]2[c:6]([O:11][CH2:12][CH:13]3[O:14][CH2:15]3)[cH:7][cH:8][cH:9][c:10]12.[CH3:45][CH2:46][OH:47].[CH:36]([N:37]([CH2:38][CH3:39])[CH:40]([CH3:41])[CH3:42])([CH3:43])[CH3:44].[cH:16]1[c:17]([N:26]2[CH:27]3[CH2:28][CH:29]=[CH:30][CH2:31][CH:32]([CH2:33]2)[NH:34][CH2:35]3)[cH:18][cH:19][c:20]2[cH:21][cH:22][cH:23][cH:24][c:25]12>>[CH3:1][n:2]1[cH:3][cH:4][c:5]2[c:6]([O:11][CH2:12][CH:13]([OH:14])[CH2:15][N:34]3[CH:32]4[CH2:31][CH:30]=[CH:29][CH2:28][CH:27]([N:26]([c:17]5[cH:16][c:25]6[c:20]([cH:19][cH:18]5)[cH:21][cH:22][cH:23][cH:24]6)[CH2:33]4)[CH2:35]3)[cH:7][cH:8][cH:9][c:10]12. Starting materials: CNCCOCCN(C)C(=O)COc1ccccc1-c1c(C2CCCCC2)c2ccc(C(=O)OC)cc2n1C, NS(N)(=O)=O, C1COCCO1. Yields the product COC(=O)c1ccc2c(C3CCCCC3)c(-c3ccccc3OCC(=O)N(C)CCOCCN(C)S(N)(=O)=O)n(C)c2c1. As a reaction SMILES: [CH:1]1([c:7]2[c:8](-[c:21]3[c:22]([O:27][CH2:28][C:29](=[O:30])[N:31]([CH2:32][CH2:33][O:34][CH2:35][CH2:36][NH:37][CH3:38])[CH3:39])[cH:23][cH:24][cH:25][cH:26]3)[n:9]([CH3:20])[c:10]3[cH:11][c:12]([C:16](=[O:17])[O:18][CH3:19])[cH:13][cH:14][c:15]23)[CH2:2][CH2:3][CH2:4][CH2:5][CH2:6]1.[NH2:40][S:41]([NH2:42])(=[O:43])=[O:44].[O:45]1[CH2:46][CH2:47][O:48][CH2:49][CH2:50]1>>[CH:1]1([c:7]2[c:8](-[c:21]3[c:22]([O:27][CH2:28][C:29](=[O:30])[N:31]([CH2:32][CH2:33][O:34][CH2:35][CH2:36][N:37]([CH3:38])[S:41]([NH2:40])(=[O:43])=[O:44])[CH3:39])[cH:23][cH:24][cH:25][cH:26]3)[n:9]([CH3:20])[c:10]3[cH:11][c:12]([C:16](=[O:17])[O:18][CH3:19])[cH:13][cH:14][c:15]23)[CH2:2][CH2:3][CH2:4][CH2:5][CH2:6]1. Starting materials: O=C1CC(C2OCCO2)C(COCc2ccccc2)O1, CO. Product: O=C1CC(C2OCCO2)C(CO)O1. Reaction SMILES: [CH2:1]([c:2]1[cH:3][cH:4][cH:5][cH:6][cH:7]1)[O:8][CH2:9][CH:10]1[CH:11]([CH:16]2[O:17][CH2:18][CH2:19][O:20]2)[CH2:12][C:13](=[O:15])[O:14]1.[CH3:21][OH:22]>>[OH:8][CH2:9][CH:10]1[CH:11]([CH:16]2[O:17][CH2:18][CH2:19][O:20]2)[CH2:12][C:13](=[O:15])[O:14]1.